From a dataset of the Open Reaction Database (ORD), a public repository of structured organic reaction records. describe an organic reaction: reactants, conditions, products, and yield Reactants: C(C)(C)(C)NC(=O)[C@H]1N(CCN(C1)C(=O)OC(C)(C)C)C(=O)CC1=CC=CC=C1 (N-t-butyl-4-(1,1-dimethyl-ethoxy-carbonyl)-1 -(phenylmethylcarbonyl)piperazine-2(S)-carboxamide), [H][H] (hydrogen). Reagents/catalysts: [Pd] (Pd/C). The solvent is CO (methanol). Reaction conditions: time 2 hour. The product is C(C)(C)(C)NC(=O)[C@H]1NCCN(C1)C(=O)OC(C)(C)C (N-t-butyl-4-(1,1-dimethylethoxycarbonyl)-piperazine-2(S)-carboxamide). RXN SMILES: [C:1]([NH:5][C:6]([C@@H:8]1[CH2:13][N:12]([C:14]([O:16][C:17]([CH3:20])([CH3:19])[CH3:18])=[O:15])[CH2:11][CH2:10][N:9]1C(CC1C=CC=CC=1)=O)=[O:7])([CH3:4])([CH3:3])[CH3:2].[H][H]>[Pd].CO>[C:1]([NH:5][C:6]([C@@H:8]1[CH2:13][N:12]([C:14]([O:16][C:17]([CH3:20])([CH3:19])[CH3:18])=[O:15])[CH2:11][CH2:10][NH:9]1)=[O:7])([CH3:4])([CH3:3])[CH3:2]. Reported procedure: To 1.20 g (2.86 mmol) of N-t-butyl-4-(1,1-dimethyl-ethoxy-carbonyl)-1 -(phenylmethylcarbonyl)piperazine-2(S)-carboxamide and 1.1 g (0.086 mmol) of 10% Pd/C was added 15 mL of methanol. The vessel was charged with hydrogen and the reaction stirred for 2 hours, filtered through Celite and washed with ethanol. The solvents were removed in vacuo to provide the title product as a foam.